Dataset: the Open Reaction Database (ORD), a public repository of structured organic reaction records. Task: describe an organic reaction: reactants, conditions, products, and yield Reactants: BrC(C)(C)C1=CC=CC=C1 (2-bromo-2-phenylpropane), C[Si](C)(C)Cl (trimethylsilyl chloride), Grignard reagent, BrC(C)(C)C1=CC=CC=C1 (2-bromo-2-phenylpropane), C1(=CC=CC=C1)C(C)(C)O (2-phenylpropan-2-ol), [Br-].[Li+] (lithium bromide), C1COC2(CCC(CC2)=O)O1 (1,4-cyclohexanedione mono-ethylene ketal). The solvent is C(C)#N (acetonitrile), O1CCCC1 (tetrahydrofuran). Product: C1(=CC=CC=C1)C(C)(C)C1=CCC(CC1)=O (1-(2-phenylpropan-2-yl)-1-cyclohexen-4-one). Reaction SMILES: Br[C:2]([C:5]1[CH:10]=[CH:9][CH:8]=[CH:7][CH:6]=1)([CH3:4])[CH3:3].C1(C(O)(C)C)C=CC=CC=1.[Br-].[Li+].C[Si](Cl)(C)C.C1O[C:31]2([CH2:36][CH2:35][C:34](=[O:37])[CH2:33][CH2:32]2)OC1>C(#N)C.O1CCCC1>[C:5]1([C:2]([C:31]2[CH2:32][CH2:33][C:34](=[O:37])[CH2:35][CH:36]=2)([CH3:4])[CH3:3])[CH:10]=[CH:9][CH:8]=[CH:7][CH:6]=1 |f:2.3|. Procedure details: When n is the bridging group --C(CH3)2 --, an appropriately substituted or unsubstituted phenyl methyl ketone, for example, methyl (3-chlorophenyl) ketone, is prepared by the reaction of methylmagnesium bromide and an appropriate benzonitrile in tetrahydrofuran. The ketone is in turn treated with methylmagnesiun bromide in tetrahydrofuran, yielding the corresponding 2-phenylpropan-2-ol, which is then converted to the 2-bromo-2-phenylpropane by the treatment of the alcohol with lithium bromide an... The reactants are CCC=CCCCCCCCCCCOc1ccc(C(=O)O)o1, CCCCCCCCCCCCC(C)COc1ccc(C(=O)O)o1. The product is CCCCCCCCCCCCC(C)COc1ccc(C(C)=O)o1. RXN SMILES: [CH2:25]([O:26][c:27]1[o:28][c:29]([C:30]([OH:31])=[O:32])[cH:33][cH:34]1)[CH2:35][CH2:36][CH2:37][CH2:38][CH2:39][CH2:40][CH2:41][CH2:42][CH2:43][CH:44]=[CH:45][CH2:46][CH3:47].[CH3:1][CH:2]([CH2:3][O:4][c:5]1[cH:6][cH:7][c:8]([C:10](=[O:11])[OH:12])[o:9]1)[CH2:13][CH2:14][CH2:15][CH2:16][CH2:17][CH2:18][CH2:19][CH2:20][CH2:21][CH2:22][CH2:23][CH3:24]>>[CH3:1][CH:2]([CH2:3][O:4][c:5]1[cH:6][cH:7][c:8]([C:10](=[O:12])[CH3:25])[o:9]1)[CH2:13][CH2:14][CH2:15][CH2:16][CH2:17][CH2:18][CH2:19][CH2:20][CH2:21][CH2:22][CH2:23][CH3:24].